Task: describe an organic reaction: reactants, conditions, products, and yield. Dataset: the Open Reaction Database (ORD), a public repository of structured organic reaction records The reactants are CCCC(CCC)(Oc1ccc(Cl)cc1C1OCCO1)C(=O)OCC, O=C(O)C(F)(F)F. Product: CCCC(CCC)(Oc1ccc(Cl)cc1C=O)C(=O)OCC. As a reaction SMILES: [CH2:1]([CH3:2])[O:3][C:4]([C:5]([CH2:6][CH2:7][CH3:8])([CH2:9][CH2:10][CH3:11])[O:12][c:13]1[c:14]([CH:20]2[O:21][CH2:24][CH2:23][O:22]2)[cH:15][c:16]([Cl:19])[cH:17][cH:18]1)=[O:25].[F:26][C:27]([F:28])([F:29])[C:30]([OH:31])=[O:32]>>[CH2:1]([CH3:2])[O:3][C:4]([C:5]([CH2:6][CH2:7][CH3:8])([CH2:9][CH2:10][CH3:11])[O:12][c:13]1[c:14]([CH:20]=[O:21])[cH:15][c:16]([Cl:19])[cH:17][cH:18]1)=[O:25]. Reactants: NC1=CC(=C(C(=O)NCC2CCN(CC2)CCCCCN)C=C1Cl)OC (4-Amino-N-(1-(5-aminopentyl)piperidin-4-ylmethyl)-5-chloro-2-methoxybenzamide), C1=C(C=CC2=CC=CC=C12)C=O (2-naphthaldehyde). Yields the product NC1=CC(=C(C(=O)NCC2CCN(CC2)CCCCCNCC2=CC3=CC=CC=C3C=C2)C=C1Cl)OC (4-amino-5-chloro-2-methoxy-N-((1-(5-(2-naphthylmethylamino)pentyl)piperidin-4-yl)methyl)benzamide). Yield: 73.0%. Reaction SMILES: [NH2:1][C:2]1[C:23]([Cl:24])=[CH:22][C:5]([C:6]([NH:8][CH2:9][CH:10]2[CH2:15][CH2:14][N:13]([CH2:16][CH2:17][CH2:18][CH2:19][CH2:20][NH2:21])[CH2:12][CH2:11]2)=[O:7])=[C:4]([O:25][CH3:26])[CH:3]=1.[CH:27]1[C:36]2[C:31](=[CH:32][CH:33]=[CH:34][CH:35]=2)[CH:30]=[CH:29][C:28]=1[CH:37]=O>>[NH2:1][C:2]1[C:23]([Cl:24])=[CH:22][C:5]([C:6]([NH:8][CH2:9][CH:10]2[CH2:11][CH2:12][N:13]([CH2:16][CH2:17][CH2:18][CH2:19][CH2:20][NH:21][CH2:37][C:28]3[CH:29]=[CH:30][C:31]4[C:36](=[CH:35][CH:34]=[CH:33][CH:32]=4)[CH:27]=3)[CH2:14][CH2:15]2)=[O:7])=[C:4]([O:25][CH3:26])[CH:3]=1. Reported procedure: 4-Amino-N-(1-(5-aminopentyl)piperidin-4-ylmethyl)-5-chloro-2-methoxybenzamide (1.98 g) as starting compound and 2-naphthaldehyde (0.74 g) were reacted and treated in the same manner as in Example 121 to give 1.81 g of 4-amino-5-chloro-2-methoxy-N-((1-(5-(2-naphthylmethylamino)pentyl)piperidin-4-yl)methyl)benzamide. The reactants are CCOC(C)=O, CO, Fc1cccc(Cc2ccc(C3OCCO3)s2)c1, O, O=C(O)CC(O)(CC(=O)O)C(=O)O. Product: O=Cc1ccc(Cc2cccc(F)c2)s1. As a reaction SMILES: [CH3:33][CH2:34][O:35][C:36](=[O:37])[CH3:38].[CH3:39][OH:40].[F:14][c:15]1[cH:16][c:17]([CH2:18][c:19]2[cH:20][cH:21][c:22]([CH:24]3[O:25][CH2:28][CH2:27][O:26]3)[s:23]2)[cH:29][cH:30][cH:31]1.[OH2:32].[OH:1][C:2]([CH2:3][C:4]([C:5](=[O:6])[OH:7])([CH2:8][C:9](=[O:10])[OH:11])[OH:12])=[O:13]>>[F:14][c:15]1[cH:16][c:17]([CH2:18][c:19]2[cH:20][cH:21][c:22]([CH:24]=[O:25])[s:23]2)[cH:29][cH:30][cH:31]1. Starting materials: [Si](C)(C)(C(C)(C)C)OC[C@H](O)C=1C=NC(=CC1)C ((R)-2-(tert-butyldimethylsilyloxy)-1-(6-methylpyridin-3-yl)ethanol), C1=CC=C(C=C1)OP(=O)(N=[N+]=[N-])OC2=CC=CC=C2 (diphenylphosphonic azide), N12CCCCCC2=NCCC1 (1,8-diazabicyclo[5.4.0]undec-7-ene). The solvent is C1(=CC=CC=C1)C (toluene). Run at temperature 0 celsius, time 30 minute. The product is N(=[N+]=[N-])[C@H](CO[Si](C)(C)C(C)(C)C)C=1C=CC(=NC1)C ((S)-5-(1-Azido-2-(tert-butyldimethylsilyloxy)ethyl)-2-methylpyridine). As a reaction SMILES: [Si:1]([O:8][CH2:9][C@@H:10]([C:12]1[CH:13]=[N:14][C:15]([CH3:18])=[CH:16][CH:17]=1)O)([C:4]([CH3:7])([CH3:6])[CH3:5])([CH3:3])[CH3:2].C1C=CC(OP(OC2C=CC=CC=2)([N:28]=[N+:29]=[N-:30])=O)=CC=1.N12CCCN=C1CCCCC2>C1(C)C=CC=CC=1>[N:28]([C@@H:10]([C:12]1[CH:17]=[CH:16][C:15]([CH3:18])=[N:14][CH:13]=1)[CH2:9][O:8][Si:1]([C:4]([CH3:7])([CH3:6])[CH3:5])([CH3:3])[CH3:2])=[N+:29]=[N-:30]. Procedure details: To a stirred mixture of (R)-2-(tert-butyldimethylsilyloxy)-1-(6-methylpyridin-3-yl)ethanol (15.6 g, 0.055 mol) and diphenylphosphonic azide (62.8 mL, 0.292 mol) in toluene (200 mL) at 0° C. was added 1,8-diazabicyclo[5.4.0]undec-7-ene (44.5 mL, 0.292 mol). The mixture was stirred at 0° C. for 30 minutes and then heated at 60° C. overnight. After cooling, the mixture was washed with water. The organic layer was dried and concentrated in vacuo. The residue was purified by flash chromatography (0-1... The reactants are CS(=O)(=O)Cl, CN(C)c1ccncc1, CCN(C(C)C)C(C)C, ClCCl, CC(O)(c1ccc(N2CCN(S(=O)(=O)c3cccs3)CC2CNc2ccccc2)cc1)C(F)(F)F. Product: CC(O)(c1ccc(N2CCN(S(=O)(=O)c3cccs3)CC2CN(c2ccccc2)S(C)(=O)=O)cc1)C(F)(F)F. Reaction SMILES: [CH3:36][S:37]([Cl:38])(=[O:39])=[O:40].[CH3:53][N:54]([CH3:55])[c:56]1[cH:57][cH:58][n:59][cH:60][cH:61]1.[CH:41]([N:42]([CH2:43][CH3:44])[CH:45]([CH3:46])[CH3:47])([CH3:48])[CH3:49].[Cl:50][CH2:51][Cl:52].[F:1][C:2]([C:3]([CH3:4])([OH:5])[c:6]1[cH:7][cH:8][c:9]([N:12]2[CH:13]([CH2:26][NH:27][c:28]3[cH:29][cH:30][cH:31][cH:32][cH:33]3)[CH2:14][N:15]([S:18](=[O:19])(=[O:20])[c:21]3[s:22][cH:23][cH:24][cH:25]3)[CH2:16][CH2:17]2)[cH:10][cH:11]1)([F:34])[F:35]>>[F:1][C:2]([C:3]([CH3:4])([OH:5])[c:6]1[cH:7][cH:8][c:9]([N:12]2[CH:13]([CH2:26][N:27]([c:28]3[cH:29][cH:30][cH:31][cH:32][cH:33]3)[S:37]([CH3:36])(=[O:39])=[O:40])[CH2:14][N:15]([S:18](=[O:19])(=[O:20])[c:21]3[s:22][cH:23][cH:24][cH:25]3)[CH2:16][CH2:17]2)[cH:10][cH:11]1)([F:34])[F:35]. Starting materials: [Na] (sodium), Cl.C(CCCC)(=N)N (valeramidine hydrochloride), [N+](=O)([O-])C1=CC=C(C=C1)N=C=O (4-nitrophenyl isocyanate). Solvent: CC(=O)C (acetone), CC(=O)C (acetone). Product: [N+](=O)([O-])C1=CC=C(C=C1)NC(=O)NC(CCCC)=N (1-(4-Nitrophenyl)-3-(pentanimidoyl)urea). As a reaction SMILES: [Na].Cl.[C:3]([NH2:9])(=[NH:8])[CH2:4][CH2:5][CH2:6][CH3:7].[N+:10]([C:13]1[CH:18]=[CH:17][C:16]([N:19]=[C:20]=[O:21])=[CH:15][CH:14]=1)([O-:12])=[O:11]>CC(C)=O>[N+:10]([C:13]1[CH:14]=[CH:15][C:16]([NH:19][C:20]([NH:8][C:3](=[NH:9])[CH2:4][CH2:5][CH2:6][CH3:7])=[O:21])=[CH:17][CH:18]=1)([O-:12])=[O:11] |f:1.2,^1:0|. Procedure details: Following a procedure similar to that described in Example 1 but using 3.39 g. sodium in 200 ml. dry acetone, 20 g. valeramidine hydrochloride, and 21.9 g. 4-nitrophenyl isocyanate in 100 ml. dry acetone, there was obtained after recrystallization from methyl alcohol 10.8 g. of the hydrochloride of 1-(4-nitrophenyl)-3(-pentanimidoyl)urea; m.p. 187°-191°C.